From a dataset of the Open Reaction Database (ORD), a public repository of structured organic reaction records. describe an organic reaction: reactants, conditions, products, and yield Starting materials: CC(Oc1ccc(C(F)(F)F)cc1)C(=O)O, C1CCOC1. The product is CC(CO)Oc1ccc(C(F)(F)F)cc1. As a reaction SMILES: [F:1][C:2]([c:3]1[cH:4][cH:5][c:6]([O:9][CH:10]([C:11](=[O:12])[OH:13])[CH3:14])[cH:7][cH:8]1)([F:15])[F:16].[O:17]1[CH2:18][CH2:19][CH2:20][CH2:21]1>>[F:1][C:2]([c:3]1[cH:4][cH:5][c:6]([O:9][CH:10]([CH2:11][OH:12])[CH3:14])[cH:7][cH:8]1)([F:15])[F:16]. Reaction SMILES: [CH3:1][O:2][N:3]=[C:4]1[CH2:5][CH2:6][c:7]2[cH:8][c:9]([CH:13]=[CH:14][C:15](=[O:16])[c:17]3[cH:18][cH:19][c:20]([O:23][CH3:24])[cH:21][cH:22]3)[cH:10][cH:11][c:12]21.[n:25]1[cH:26][cH:27][c:28]([CH:31]=[O:32])[cH:29][cH:30]1>>[CH3:1][O:2][N:3]=[C:4]1[CH2:5][CH2:6][c:7]2[cH:8][c:9]([CH:13]([CH2:14][C:15](=[O:16])[c:17]3[cH:18][cH:19][c:20]([O:23][CH3:24])[cH:21][cH:22]3)[C:31]([c:28]3[cH:27][cH:26][n:25][cH:30][cH:29]3)=[O:32])[cH:10][cH:11][c:12]21. Yields the product CON=C1CCc2cc(C(CC(=O)c3ccc(OC)cc3)C(=O)c3ccncc3)ccc21. Starting materials: CON=C1CCc2cc(C=CC(=O)c3ccc(OC)cc3)ccc21, O=Cc1ccncc1. The reactants are BrCc1cccc(Br)n1, C1N2CN3CN1CN(C2)C3, ClC(Cl)Cl, [Na+], [OH-]. Product: NCc1cccc(Br)n1. RXN SMILES: [Br:1][c:2]1[n:3][c:4]([CH2:8][Br:9])[cH:5][cH:6][cH:7]1.[CH2:10]1[N:11]2[CH2:18][N:16]3[CH2:15][N:14]([CH2:13][N:12]1[CH2:17]3)[CH2:19]2.[CH:22]([Cl:23])([Cl:24])[Cl:25].[Na+:21].[OH-:20]>>[Br:1][c:2]1[n:3][c:4]([CH2:8][NH2:11])[cH:5][cH:6][cH:7]1. The reactants are ClC=1C=C(C=CC1)NC=1N(N=C2C=CC=CC12)C1=CC=C(C=C1)Cl ((3-chloro-phenyl)-[2-(4-chloro-phenyl)-2H-indazol-3-yl]-amine), C1(CCCCC1)N=C=O (cyclohexylisocyanate). The solvent is C1(=CC=CC=C1)C (toluene). Yields the product ClC=1C=C(C=CC1)N(C(=O)NC1CCCCC1)C=1N(N=C2C=CC=CC12)C1=CC=C(C=C1)Cl (1-(3-Chloro-phenyl)-1-[2-(4-chloro-phenyl)-2H-indazol-3-yl]-3-cyclohexyl-urea). Reaction SMILES: [Cl:1][C:2]1[CH:3]=[C:4]([NH:8][C:9]2[N:10]([C:18]3[CH:23]=[CH:22][C:21]([Cl:24])=[CH:20][CH:19]=3)[N:11]=[C:12]3[C:17]=2[CH:16]=[CH:15][CH:14]=[CH:13]3)[CH:5]=[CH:6][CH:7]=1.[CH:25]1([N:31]=[C:32]=[O:33])[CH2:30][CH2:29][CH2:28][CH2:27][CH2:26]1>C1(C)C=CC=CC=1>[Cl:1][C:2]1[CH:3]=[C:4]([N:8]([C:9]2[N:10]([C:18]3[CH:19]=[CH:20][C:21]([Cl:24])=[CH:22][CH:23]=3)[N:11]=[C:12]3[C:17]=2[CH:16]=[CH:15][CH:14]=[CH:13]3)[C:32]([NH:31][CH:25]2[CH2:30][CH2:29][CH2:28][CH2:27][CH2:26]2)=[O:33])[CH:5]=[CH:6][CH:7]=1. Procedure: In analogy to the procedure described in example 1.2, (3-chloro-phenyl)-[2-(4-chloro-phenyl)-2H-indazol-3-yl]-amine was reacted with cyclohexylisocyanate ([3173-53-3]) in toluene for 3 d under reflux conditions to give the title compound as yellow foam. MS: m/e=479.3 [M+H+]. The reactants are N(N)C=1CN=C(C2=C(N1)SC(=C2)CC)C2=C(C=CC=C2)Cl (2-hydrazino-5-o-chlorophenyl-7-ethyl-3H-thieno[2,3-e][1,4]diazepine), N(=O)[O-].[Na+] (sodium nitrite), C([O-])([O-])=O.[Na+].[Na+] (sodium carbonate). Run in O (water), Cl (hydrochloric acid). Yields the product ClC1=C(C=CC=C1)C=1C2=C(N3C(CN1)=NN=N3)SC(=C2)CC (6-o-chlorophenyl-8-ethyl-4H-tetrazolo[5,1-c]thieno[2,3-e] [1,4]diazepine). Yield: 79.3%. As a reaction SMILES: [NH:1]([C:3]1[CH2:4][N:5]=[C:6]([C:15]2[CH:20]=[CH:19][CH:18]=[CH:17][C:16]=2[Cl:21])[C:7]2[CH:12]=[C:11]([CH2:13][CH3:14])[S:10][C:8]=2[N:9]=1)[NH2:2].[N:22]([O-])=O.[Na+].C(=O)([O-])[O-].[Na+].[Na+]>Cl.O>[Cl:21][C:16]1[CH:17]=[CH:18][CH:19]=[CH:20][C:15]=1[C:6]1[C:7]2[CH:12]=[C:11]([CH2:13][CH3:14])[S:10][C:8]=2[N:9]2[N:22]=[N:2][N:1]=[C:3]2[CH2:4][N:5]=1 |f:1.2,3.4.5|. Reported procedure: [f] 10 g of 2-hydrazino-5-o-chlorophenyl-7-ethyl-3H-thieno[2,3-e][1,4]diazepine prepared in the above example [d] is suspended in 54 ml of 2N hydrochloric acid. A solution of 2.4 g of sodium nitrite in 20 ml of water is added to the suspension at -5°C with stirring. The mixture is stirred at room temperature for 30 minutes, and then alkalified with sodium carbonate. The precipitated crystals are filtered off and dissolved in chloroform, and the solution is washed with water. The chloroform layer... Starting materials: CI (methyl iodide), CN1N=NN=C1SCCCNC(=S)NC (1-[3-(1-Methyl-1,2,3,4-tetrazol-5-yl)thiopropyl]-3-methylthiourea), O.NN (hydrazine hydrate). Solvent: CO (methanol). Yields the product I.NNC(=NC)NCCCSC1=NN=NN1C (1-amino-2-methyl-3-[3-(1-methyl-1,2,3,4-tetrazol-5-yl)thiopropyl]guanidine hydroiodide). Yield: 70.3%. RXN SMILES: [CH3:1][N:2]1[C:6]([S:7][CH2:8][CH2:9][CH2:10][NH:11][C:12]([NH:14][CH3:15])=S)=[N:5][N:4]=[N:3]1.C[I:17].O.[NH2:19][NH2:20]>CO>[IH:17].[NH2:19][NH:20][C:12]([NH:11][CH2:10][CH2:9][CH2:8][S:7][C:6]1[N:2]([CH3:1])[N:3]=[N:4][N:5]=1)=[N:14][CH3:15] |f:2.3,5.6|. Procedure details: 1-[3-(1-Methyl-1,2,3,4-tetrazol-5-yl)thiopropyl]-3-methylthiourea (8 g) is dissolved in methanol (80 ml). To the mixture is added methyl iodide (5.7 g) and the mixture is refluxed for 5 hours. To the reaction mixture is further added hydrazine hydrate (2.4 g) and the mixture is refluxed for 2 hours. After the solvent is distilled off, the resulting crystalline product is recrystallized from ethanol to give 1-amino-2-methyl-3-[3-(1-methyl-1,2,3,4-tetrazol-5-yl)thiopropyl]guanidine hydroiodide (8.... Reactants: [N-]=[N+]=[N-].[Na+] (sodium azide), C(C)(=O)N(CCCCl)C1=C(C=C(C=C1)C=1OC2=C(C(C1)=O)C(=C(C=C2F)F)N)F (2-[4-[N-acetyl-N-(3-chloropropyl)amino]-3-fluorophenyl]-5-amino-6,8-difluoro-4H-1-benzopyran-4-one), O (Water). Run in CN(C=O)C (dimethylformamide). Conditions: temperature 70 celsius, time 4 hour. The product is C(C)(=O)N(CCCN=[N+]=[N-])C1=C(C=C(C=C1)C=1OC2=C(C(C1)=O)C(=C(C=C2F)F)N)F (2-[4-[N-acetyl-N-(3-azidopropyl)amino]-3-fluorophenyl]-5-amino-6,8-difluoro-4H-1-benzopyran-4-one). Isolated yield 105.6%. Reaction SMILES: [C:1]([N:4]([C:9]1[CH:14]=[CH:13][C:12]([C:15]2[O:16][C:17]3[C:25]([F:26])=[CH:24][C:23]([F:27])=[C:22]([NH2:28])[C:18]=3[C:19](=[O:21])[CH:20]=2)=[CH:11][C:10]=1[F:29])[CH2:5][CH2:6][CH2:7]Cl)(=[O:3])[CH3:2].[N-:30]=[N+:31]=[N-:32].[Na+].O>CN(C)C=O>[C:1]([N:4]([C:9]1[CH:14]=[CH:13][C:12]([C:15]2[O:16][C:17]3[C:25]([F:26])=[CH:24][C:23]([F:27])=[C:22]([NH2:28])[C:18]=3[C:19](=[O:21])[CH:20]=2)=[CH:11][C:10]=1[F:29])[CH2:5][CH2:6][CH2:7][N:30]=[N+:31]=[N-:32])(=[O:3])[CH3:2] |f:1.2|. Procedure details: 810 mg (1.91 mmol) of 2-[4-[N-acetyl-N-(3-chloropropyl)amino]-3-fluorophenyl]-5-amino-6,8-difluoro-4H-1-benzopyran-4-one obtained in Example 50 was dissolved in 40 ml of dimethylformamide under argon atmosphere, 622 mg of sodium azide was added at room temperature and the mixture was stirred at 70° C. for 4 hours. Water was added to the reaction solution, the mixture was extracted twice with ethyl acetate, the organic layer was washed once with water and once with an aqueous saturated solution o... The reactants are CC1(C2=CC=CC(=C2OC=2C(=CC=CC12)P(C1=CC=CC=C1)C1=CC=CC=C1)P(C1=CC=CC=C1)C1=CC=CC=C1)C ((9,9-dimethyl-9H-xanthene-4,5-diyl)bis(diphenylphosphine)), BrC=1C=C2C=CC=NC2=CC1 (6-bromoquinoline), C[Si](C)(C)CC#N ((trimethylsilyl)acetonitrile). Reagents/catalysts: C=1C=CC(=CC1)/C=C/C(=O)/C=C/C2=CC=CC=C2.C=1C=CC(=CC1)/C=C/C(=O)/C=C/C2=CC=CC=C2.C=1C=CC(=CC1)/C=C/C(=O)/C=C/C2=CC=CC=C2.[Pd].[Pd] (tris(dibenzylideneacetone)dipalladium(0)), [F-].[F-].[Zn+2] (zinc difluoride). Solvent: CN(C=O)C (N,N-dimethylformamide). Product: N1=CC=CC2=CC(=CC=C12)CC#N (quinolin-6-ylacetonitrile). RXN SMILES: CC1(C)C2C=CC=C(P(C3C=CC=CC=3)C3C=CC=CC=3)C=2OC2C1=CC=CC=2P(C1C=CC=CC=1)C1C=CC=CC=1.Br[C:44]1[CH:45]=[C:46]2[C:51](=[CH:52][CH:53]=1)[N:50]=[CH:49][CH:48]=[CH:47]2.C[Si]([CH2:58][C:59]#[N:60])(C)C>CN(C)C=O.C1C=CC(/C=C/C(/C=C/C2C=CC=CC=2)=O)=CC=1.C1C=CC(/C=C/C(/C=C/C2C=CC=CC=2)=O)=CC=1.C1C=CC(/C=C/C(/C=C/C2C=CC=CC=2)=O)=CC=1.[Pd].[Pd].[F-].[F-].[Zn+2]>[N:50]1[C:51]2[C:46](=[CH:45][C:44]([CH2:58][C:59]#[N:60])=[CH:53][CH:52]=2)[CH:47]=[CH:48][CH:49]=1 |f:4.5.6.7.8,9.10.11|. Procedure: To a mixture of (9,9-dimethyl-9H-xanthene-4,5-diyl)bis(diphenylphosphine) (6.7 g, 12 mmol), tris(dibenzylideneacetone)dipalladium(0) (10 g, 12 mmol), 6-bromoquinoline (120 g, 577 mmol) in N,N-dimethylformamide (360 mL) in a 3-neck round bottom flask with stirring under positive nitrogen pressure was added (trimethylsilyl)acetonitrile (98.7 mL, 721 mmol), followed by zinc difluoride (42 g, 400 mmol). The flask was sealed under an atmosphere of nitrogen. The reaction mixture was stirred at 105° C.... The reactants are Br\C(=C/[C@H]1CCC(N1)=O)\C1=NC(=C(C=C1)Cl)OC ((5R)-5-[(Z)-2-bromo-2-(5-chloro-6-methoxypyridin-2-yl)ethenyl]pyrrolidin-2-one), C([O-])([O-])=O.[Cs+].[Cs+] (cesium carbonate), O1C(=CC=C1)P(C=1OC=CC1)C=1OC=CC1 (tri(2-furyl)phosphine), Example 4-18, C(C)(C)(C)C1=CC=C(C=C1)B(O)O (4-tert-butylphenylboronic acid). Reagents/catalysts: C=1C=CC(=CC1)/C=C/C(=O)/C=C/C2=CC=CC=C2.C=1C=CC(=CC1)/C=C/C(=O)/C=C/C2=CC=CC=C2.C=1C=CC(=CC1)/C=C/C(=O)/C=C/C2=CC=CC=C2.[Pd].[Pd] (tris(dibenzylideneacetone)dipalladium). Run in O (water), O1CCOCC1 (1,4-Dioxane), C(C)(=O)OCC (ethyl acetate), O (Water). Reaction conditions: temperature 90 celsius, time 2.5 hour. Product: C(C)(C)(C)C1=CC=C(C=C1)\C(=C/[C@H]1CCC(N1)=O)\C1=NC(=C(C=C1)Cl)OC ((5R)-5-[(E)-2-(4-tert-butylphenyl)-2-(5-chloro-6-methoxypyridin-2-yl)ethenyl]pyrrolidin-2-one). RXN SMILES: Br/[C:2](/[C:10]1[CH:15]=[CH:14][C:13]([Cl:16])=[C:12]([O:17][CH3:18])[N:11]=1)=[CH:3]\[C@@H:4]1[NH:8][C:7](=[O:9])[CH2:6][CH2:5]1.[C:19]([C:23]1[CH:28]=[CH:27][C:26](B(O)O)=[CH:25][CH:24]=1)([CH3:22])([CH3:21])[CH3:20].O1C=CC=C1P(C1OC=CC=1)C1OC=CC=1.C(=O)([O-])[O-].[Cs+].[Cs+]>C1C=CC(/C=C/C(/C=C/C2C=CC=CC=2)=O)=CC=1.C1C=CC(/C=C/C(/C=C/C2C=CC=CC=2)=O)=CC=1.C1C=CC(/C=C/C(/C=C/C2C=CC=CC=2)=O)=CC=1.[Pd].[Pd].C(OCC)(=O)C.O.O1CCOCC1>[C:19]([C:23]1[CH:28]=[CH:27][C:26](/[C:2](/[C:10]2[CH:15]=[CH:14][C:13]([Cl:16])=[C:12]([O:17][CH3:18])[N:11]=2)=[CH:3]\[C@@H:4]2[NH:8][C:7](=[O:9])[CH2:6][CH2:5]2)=[CH:25][CH:24]=1)([CH3:22])([CH3:21])[CH3:20] |f:3.4.5,6.7.8.9.10|. Procedure: 1,4-Dioxane (8 mL) and water (2 mL) were added to a mixture of (5R)-5-[(Z)-2-bromo-2-(5-chloro-6-methoxypyridin-2-yl)ethenyl]pyrrolidin-2-one obtained in Reference Example 4-18 (531 mg), 4-tert-butylphenylboronic acid (570 mg), tris(dibenzylideneacetone)dipalladium (147 mg), tri(2-furyl)phosphine (224 mg) and cesium carbonate (1.04 g), and the mixture was stirred at 90° C. for 2.5 hours. Water and ethyl acetate were added to the reaction solution and the insoluble matter was filtered off through...